The task is: describe an organic reaction: reactants, conditions, products, and yield. This data is from the Open Reaction Database (ORD), a public repository of structured organic reaction records. The reactants are [BH4-], NCCc1cc2c(cc1OCc1ccc(Br)cc1)CCCC2, Cc1ccccc1, COC(=O)c1ccc(C=O)cc1, [Na+], [Na+], O, O=P([O-])(O)O. Yields the product COC(=O)c1ccc(CNCCc2cc3c(cc2OCc2ccc(Br)cc2)CCCC3)cc1. As a reaction SMILES: [BH4-:35].[Br:1][c:2]1[cH:3][cH:4][c:5]([CH2:6][O:7][c:8]2[c:9]([CH2:18][CH2:19][NH2:20])[cH:10][c:11]3[c:16]([cH:17]2)[CH2:15][CH2:14][CH2:13][CH2:12]3)[cH:21][cH:22]1.[CH3:43][c:44]1[cH:45][cH:46][cH:47][cH:48][cH:49]1.[CH:23](=[O:24])[c:25]1[cH:26][cH:27][c:28]([C:29](=[O:30])[O:31][CH3:32])[cH:33][cH:34]1.[Na+:36].[Na+:42].[OH2:50].[P:37]([O-:38])([OH:39])([OH:40])=[O:41]>>[Br:1][c:2]1[cH:3][cH:4][c:5]([CH2:6][O:7][c:8]2[c:9]([CH2:18][CH2:19][NH:20][CH2:23][c:25]3[cH:26][cH:27][c:28]([C:29](=[O:30])[O:31][CH3:32])[cH:33][cH:34]3)[cH:10][c:11]3[c:16]([cH:17]2)[CH2:15][CH2:14][CH2:13][CH2:12]3)[cH:21][cH:22]1. The reactants are SCC(=O)OCC (ethyl 2-mercaptoacetate), [H-].[Na+] (sodium hydride), NC1=C(C=C(C(=N1)C(=O)OC)Br)Br (methyl 6-amino-3,5-dibromopyridine-2-carboxylate). Solvent: CN(C)C=O (DMF). Conditions: time 16 hour. The product is BrC1=CC=2SCC(NC2N=C1C(=O)OC)=O (Methyl 7-bromo-3-oxo-3,4-dihydro-2H-pyrido[3,2-b][1,4]thiazine-6-carboxylate). RXN SMILES: [SH:1][CH2:2][C:3](OCC)=[O:4].[H-].[Na+].[NH2:10][C:11]1[N:16]=[C:15]([C:17]([O:19][CH3:20])=[O:18])[C:14]([Br:21])=[CH:13][C:12]=1Br>CN(C=O)C>[Br:21][C:14]1[C:15]([C:17]([O:19][CH3:20])=[O:18])=[N:16][C:11]2[NH:10][C:3](=[O:4])[CH2:2][S:1][C:12]=2[CH:13]=1 |f:1.2|. Reported procedure: A solution of ethyl 2-mercaptoacetate (18.4 ml) in DMF (650 ml) was ice-cooled and treated with sodium hydride (6.78 g of a 60% dispersion in oil). After 1 hour methyl 6-amino-3,5-dibromopyridine-2-carboxylate (50 g) (T. R. Kelly and F. Lang, J. Org. Chem. 61, 1996, 4623-4633) was added and the mixture stirred for 16 hours at room temperature. The solution was partitioned between EtOAc and water (2 liters each), shaken, separated and the EtOAc along with solid that crystallised out washed with w... Starting materials: FC=1C=C2C(=C(C=NC2=CN1)C#N)NC1=CC=C(C=C1)C(C)C (6-fluoro-4-[(4-isopropylphenyl)amino]-1,7-naphthyridine-3-carbonitrile), N1(CCOCC1)CCN (2-morpholin-4-yl-ethylamine). Product: C(C)(C)C1=CC=C(C=C1)NC1=C(C=NC2=CN=C(C=C12)NCCN1CCOCC1)C#N (4-[(4-isopropylphenyl)amino]-6-[(2-morpholin-4-ylethyl)amino]-1,7-naphthyridine-3-carbonitrile). The yield is 55.0%. Reaction SMILES: F[C:2]1[CH:3]=[C:4]2[C:9](=[CH:10][N:11]=1)[N:8]=[CH:7][C:6]([C:12]#[N:13])=[C:5]2[NH:14][C:15]1[CH:20]=[CH:19][C:18]([CH:21]([CH3:23])[CH3:22])=[CH:17][CH:16]=1.[N:24]1([CH2:30][CH2:31][NH2:32])[CH2:29][CH2:28][O:27][CH2:26][CH2:25]1>>[CH:21]([C:18]1[CH:19]=[CH:20][C:15]([NH:14][C:5]2[C:4]3[C:9](=[CH:10][N:11]=[C:2]([NH:32][CH2:31][CH2:30][N:24]4[CH2:29][CH2:28][O:27][CH2:26][CH2:25]4)[CH:3]=3)[N:8]=[CH:7][C:6]=2[C:12]#[N:13])=[CH:16][CH:17]=1)([CH3:23])[CH3:22]. Reported procedure: Following the procedure described above in Example 34, 6-fluoro-4-[(4-isopropylphenyl)amino]-1,7-naphthyridine-3-carbonitrile was reacted with 2-morpholin-4-yl-ethylamine. The crude product was purified by flash column chromatography (2% methanol in methylene chloride) to give a yellow solid (0.11 g, 55%). 1H NMR (400 MHz, DMSO-D6) δ ppm 1.2 (d, J=6.8 Hz, 6 H) 2.4 (m, 4 H) 2.6 (m, 2 H) 2.9 (qt, 1 H) 3.3 (m, 1 H) 3.4 (m, 1 H) 3.6 (m, 4 H) 6.6 (m, 1 H) 7.0 (s, 1 H) 7.2 (d, J=8.6 Hz, 2 H) 7.3 (m, 2... Product: C(C1=CC=CC=C1)N1CCN(CC1)C=1C=C(C(=O)OC)C=CC1 (Methyl 3-(4-benzyl-1-piperazinyl)benzoate). Run at time 41 hour. Reported procedure: Benzylamine (1.2 mL, 11 mmol), 120b (1.0 g, 3.6 mmol), water (50 mL), and acetone (50 mL) were heated at reflux for 28 h, then stirred at room temperature an additional 41 h. After evaporation of the acetone, the mixture was extracted with EtOAc (2×). The organic phase was extracted further with water and brine, then dried (Na2SO4), filtered and concentrated. The product was purified by chromatography on silica gel, eluting with 30% to 50% EtOAc in hexanes, then evaporated to yield a yellow oil ... Starting materials: C(C1=CC=CC=C1)N (Benzylamine), ClCCN(CCCl)C=1C=C(C(=O)OC)C=CC1 (Methyl 3-((N,N-bis-(2-chloroethyl)amino))benzoate), O (water). Solvent: CC(=O)C (acetone). Isolated yield 51.0%. RXN SMILES: [CH2:1]([NH2:8])[C:2]1[CH:7]=[CH:6][CH:5]=[CH:4][CH:3]=1.Cl[CH2:10][CH2:11][N:12]([C:16]1[CH:17]=[C:18]([CH:23]=[CH:24][CH:25]=1)[C:19]([O:21][CH3:22])=[O:20])[CH2:13][CH2:14]Cl.O>CC(C)=O>[CH2:1]([N:8]1[CH2:10][CH2:11][N:12]([C:16]2[CH:17]=[C:18]([CH:23]=[CH:24][CH:25]=2)[C:19]([O:21][CH3:22])=[O:20])[CH2:13][CH2:14]1)[C:2]1[CH:7]=[CH:6][CH:5]=[CH:4][CH:3]=1. Run at time 18 hour. Starting materials: C(Cl)C1CO1 (epichlorohydrine), ClC1=C(C=CC(=C1)O)CCC(=O)C1=C2C[C@@H]3[C@H](C2=C(S1)C)C3(C)C (3-(2-chloro-4-hydroxy-phenyl)-1-((1aS,5aR)-1,1,2-trimethyl-1,1a,5,5a-tetrahydro-3-thia-cyclopropa[a]pentalen-4-yl)-propan-1-one), ClC1=C(C=CC(=C1)O)CCC(=O)C1=C2C[C@@H]3[C@H](C2=C(S1)C)C3(C)C (3-(2-chloro-4-hydroxy-phenyl)-1-((1aS,5aR)-1,1,2-trimethyl-1,1a,5,5a-tetrahydro-3-thia-cyclopropa[a]pentalen-4-yl)-propan-1-one), C(Cl)C1CO1 (epichlorohydrine). Run in C(C)OCC (diethyl ether), C(C)(C)O (isopropanol), [OH-].[Na+] (NaOH). Procedure details: A solution of 3-(2-chloro-4-hydroxy-phenyl)-1-((1aS,5aR)-1,1,2-trimethyl-1,1a,5,5a-tetrahydro-3-thia-cyclopropa[a]pentalen-4-yl)-propan-1-one (400 mg, 1.11 mmol, Intermediate 18) in isopropanol (10 mL) and 3 N aq. NaOH (6 mL) is treated with epichlorohydrine (554 mg, 4.43 mmol). The dark red reaction mixture is stirred at rt for 6 h before another portion of epichlorohydrine (554 mg, 4.43 mmol) is added. Stirring is continued for 18 h. The mixture is diluted with diethyl ether (150 mL) and washe... The product is ClC1=C(C=CC(=C1)OCC1OC1)CCC(=O)C1=C2C[C@@H]3[C@H](C2=C(S1)C)C3(C)C (3-(2-chloro-4-oxiranylmethoxy-phenyl)-1-((1aS,5aR)-1,1,2-trimethyl-1,1a,5,5a-tetrahydro-3-thia-cyclopropa[a]pentalen-4-yl)-propan-1-one). As a reaction SMILES: [Cl:1][C:2]1[CH:7]=[C:6]([OH:8])[CH:5]=[CH:4][C:3]=1[CH2:9][CH2:10][C:11]([C:13]1[S:20][C:19]([CH3:21])=[C:18]2[C:14]=1[CH2:15][C@H:16]1[C:22]([CH3:24])([CH3:23])[C@H:17]12)=[O:12].[CH2:25]([CH:27]1[O:29][CH2:28]1)Cl>C(O)(C)C.[OH-].[Na+].C(OCC)C>[Cl:1][C:2]1[CH:7]=[C:6]([O:8][CH2:25][CH:27]2[CH2:28][O:29]2)[CH:5]=[CH:4][C:3]=1[CH2:9][CH2:10][C:11]([C:13]1[S:20][C:19]([CH3:21])=[C:18]2[C:14]=1[CH2:15][C@H:16]1[C:22]([CH3:24])([CH3:23])[C@H:17]12)=[O:12] |f:3.4|. Yield: 48.0%. The reactants are C(C)(=O)O[C@H]1[C@H](OC2=C(C=CC=C2)Br)SC[C@H]([C@@H]1OC(C)=O)OC(C)=O (2-bromophenyl 2,3,4-tri-O-acetyl-5-thio-β-D-xylopyranoside), IV, O1C=C(C=C1)B(O)O (3-furanboronic acid). Product: O([C@H]1[C@H](O)[C@@H](O)[C@H](O)CS1)C1=C(C=CC=C1)C1=COC=C1 (2-(3-Furyl)phenyl 5-thio-β-D-xylopyranoside). Yield: 57.0%. Reaction SMILES: C([O:4][C@@H:5]1[C@@H:18]([O:19]C(=O)C)[C@H:17]([O:23]C(=O)C)[CH2:16][S:15][C@H:6]1[O:7][C:8]1[CH:13]=[CH:12][CH:11]=[CH:10][C:9]=1Br)(=O)C.[O:27]1[CH:31]=[CH:30][C:29](B(O)O)=[CH:28]1>>[O:7]([C:8]1[CH:13]=[CH:12][CH:11]=[CH:10][C:9]=1[C:29]1[CH:30]=[CH:31][O:27][CH:28]=1)[C@@H:6]1[S:15][CH2:16][C@@H:17]([OH:23])[C@H:18]([OH:19])[C@H:5]1[OH:4]. Procedure: By carrying out the operation analogously to example 29, starting from 2-bromophenyl 2,3,4-tri-O-acetyl-5-thio-β-D-xylopyranoside, obtained according to preparation IV, and 3-furanboronic acid, the expected compound is obtained in the form of white flakes with a yield of 57%. Starting materials: COC(CCCCCCCCO)=O (9-Hydroxy-nonanoic acid methyl ester), [Cr](=O)(=O)([O-])O[Cr](=O)(=O)[O-].[NH+]1=CC=CC=C1.[NH+]1=CC=CC=C1 (pyridinium dichromate). Solvent: ClCCl (dichloromethane). Run at time 12 hour. The product is COC(CCCCCCCC=O)=O (9-oxo-nonanoic acid methyl ester). Yield: 72.2%. As a reaction SMILES: [CH3:1][O:2][C:3](=[O:13])[CH2:4][CH2:5][CH2:6][CH2:7][CH2:8][CH2:9][CH2:10][CH2:11][OH:12].[Cr](O[Cr]([O-])(=O)=O)([O-])(=O)=O.[NH+]1C=CC=CC=1.[NH+]1C=CC=CC=1>ClCCl>[CH3:1][O:2][C:3](=[O:13])[CH2:4][CH2:5][CH2:6][CH2:7][CH2:8][CH2:9][CH2:10][CH:11]=[O:12] |f:1.2.3|. Procedure details: 9-Hydroxy-nonanoic acid methyl ester (7 g) in dichloromethane was treated with pyridinium dichromate (35 g) and stirred at room temperature for 12 hours. The pyridinium dichromate was filtered, and the organic filtrate was washed by water. Hexane (3× volume) was added to the solution, and organic layer was collected and dried to obtain the crude product. The product was purified by Si gel column chromatography to yield ˜5 g of product.